Dataset: the Open Reaction Database (ORD), a public repository of structured organic reaction records. Task: describe an organic reaction: reactants, conditions, products, and yield Reactants: CC(C)CCBr, [K], CCOC(=O)c1cc([N+](=O)[O-])c[nH]1, CN(C)C=O. Product: CCOC(=O)c1cc([N+](=O)[O-])cn1CCC(C)C. As a reaction SMILES: [CH2:15]([CH2:16][CH:17]([CH3:18])[CH3:19])[Br:20].[K:14].[N+:1](=[O:2])([O-:3])[c:4]1[cH:5][c:6]([C:9](=[O:10])[O:11][CH2:12][CH3:13])[nH:7][cH:8]1.[O:21]=[CH:22][N:23]([CH3:24])[CH3:25]>>[N+:1](=[O:2])([O-:3])[c:4]1[cH:5][c:6]([C:9](=[O:10])[O:11][CH2:12][CH3:13])[n:7]([CH2:15][CH2:16][CH:17]([CH3:18])[CH3:19])[cH:8]1. Reactants: CCO, Cl, C=COC(=O)N1CCN(c2cccc3nsnc23)CC1. The product is c1cc(N2CCNCC2)c2nsnc2c1. Reaction SMILES: [CH3:22][CH2:23][OH:24].[ClH:21].[n:1]1[s:2][n:3][c:4]2[c:5]1[cH:6][cH:7][cH:8][c:9]2[N:10]1[CH2:11][CH2:12][N:13]([C:16]([O:17][CH:18]=[CH2:19])=[O:20])[CH2:14][CH2:15]1>>[n:1]1[s:2][n:3][c:4]2[c:5]1[cH:6][cH:7][cH:8][c:9]2[N:10]1[CH2:11][CH2:12][NH:13][CH2:14][CH2:15]1. Reactants: CCO, CCOC(=O)c1ccc2cccc([N+](=O)[O-])c2c1. Product: CCOC(=O)c1ccc2cccc(N)c2c1. As a reaction SMILES: [CH3:19][CH2:20][OH:21].[N+:1]([O-:2])(=[O:3])[c:4]1[cH:5][cH:6][cH:7][c:8]2[cH:9][cH:10][c:11]([C:14](=[O:15])[O:16][CH2:17][CH3:18])[cH:12][c:13]12>>[NH2:1][c:4]1[cH:5][cH:6][cH:7][c:8]2[cH:9][cH:10][c:11]([C:14](=[O:15])[O:16][CH2:17][CH3:18])[cH:12][c:13]12.